This data is from the Open Reaction Database (ORD), a public repository of structured organic reaction records. The task is: describe an organic reaction: reactants, conditions, products, and yield The reactants are Cl (HCl), C1(CCCCCCC1)NC(=O)NNC(CCN1CCN(CC1)C1=C(C=CC=C1)OC)=O (N-Cyclooctyl-2-{3-[4-(2-methoxyphenyl)piperazino]propanoyl}-1-hydrazinecarboxamide), C(C)(=O)OCC (ethyl acetate). Run in [OH-].[Na+] (NaOH). The product is C1(CCCCCCC1)N1C(NN=C1CCN1CCN(CC1)C1=C(C=CC=C1)OC)=O (4-cyclooctyl-5-{2-[4-(2-methoxyphenyl)piperazino]ethyl}-2,4-dihydro-3H-1,2,4-triazol-3-one). Yield: 46.8%. As a reaction SMILES: [CH:1]1([NH:9][C:10]([NH:12][NH:13][C:14](=O)[CH2:15][CH2:16][N:17]2[CH2:22][CH2:21][N:20]([C:23]3[CH:28]=[CH:27][CH:26]=[CH:25][C:24]=3[O:29][CH3:30])[CH2:19][CH2:18]2)=[O:11])[CH2:8][CH2:7][CH2:6][CH2:5][CH2:4][CH2:3][CH2:2]1.Cl.C(OCC)(=O)C>[OH-].[Na+]>[CH:1]1([N:9]2[C:14]([CH2:15][CH2:16][N:17]3[CH2:22][CH2:21][N:20]([C:23]4[CH:28]=[CH:27][CH:26]=[CH:25][C:24]=4[O:29][CH3:30])[CH2:19][CH2:18]3)=[N:13][NH:12][C:10]2=[O:11])[CH2:8][CH2:7][CH2:6][CH2:5][CH2:4][CH2:3][CH2:2]1 |f:3.4|. Procedure details: A suspension of N-cyclooctyl-2-{3-[4-(2-methoxyphenyl)piperazino]propanoyl}-1-hydrazinecarboxamide D3 (0.40 g, 0.93 mmol) in 2M NaOH aqueous solution (10 mL) was heated at reflux for 18 hrs. The solution was cooled to room temperature and the pH was adjusted to 8 by the drop-wise addition of HCl 28%. The resulting precipitate was filtered to afford a white solid, which was twice boiled with ethyl acetate and filtered while hot. The filtrates were combined and evaporated under reduced pressure to... Reactants: C1(=CC=CC=C1)N1N=C2C(=CNC=3C=CC(=NC23)N2CCNCC2)C1=O (2-Phenyl-8-(piperazin-1-yl)-2,5-dihydro-pyrazolo[4,3-c][1,5]naphthyridin-3-one), N1CCNCC1 (piperazine), FC1=NC=2C=3C(=CNC2C=C1)C(N(N3)C3=NC=CC=C3)=O (8-Fluoro-2-pyridin-2-yl-2,5-dihydro-pyrazolo[4,3-c][1,5]naphthyridin-3-one), CN1CCNCCC1 (4-methyl-[1,4]-diazepane). Yields the product CN1CCN(CCC1)C1=NC=2C=3C(=CNC2C=C1)C(N(N3)C3=NC=CC=C3)=O (8-(4-Methyl-[1,4]diazepan-1-yl)-2-pyridin-2-yl-2,5-dihydro-pyrazolo[4,3-c][1,5]naphthyridin-3-one). RXN SMILES: C1(N2C(=O)C3=CNC4C=[CH:15][C:16]([N:19]5[CH2:24][CH2:23][NH:22][CH2:21][CH2:20]5)=NC=4C3=N2)C=CC=CC=1.F[C:28]1[CH:37]=[CH:36][C:35]2[NH:34][CH:33]=[C:32]3[C:38](=[O:47])[N:39]([C:41]4[CH:46]=[CH:45][CH:44]=[CH:43][N:42]=4)[N:40]=[C:31]3[C:30]=2[N:29]=1.CN1CCCNCC1.N1CCNCC1>>[CH3:24][N:19]1[CH2:16][CH2:15][CH2:23][N:22]([C:28]2[CH:37]=[CH:36][C:35]3[NH:34][CH:33]=[C:32]4[C:38](=[O:47])[N:39]([C:41]5[CH:46]=[CH:45][CH:44]=[CH:43][N:42]=5)[N:40]=[C:31]4[C:30]=3[N:29]=2)[CH2:21][CH2:20]1. Procedure: The title compound was prepared following the procedure described for 6a using 5b and 4-methyl-[1,4]-diazepane instead of 5a and piperazine respectively. 1H-NMR (DMSO-d6) δ (ppm): 2.04 (2H, m), 2.35 (3H, s), 2.60 (2H, m), 2.76 (2H, m), 3.76 (2H, d, J=6.32 Hz), 3.98 (2H, t, J=4.67 Hz), 6.96 (1H, d, J=9.36 Hz), 7.25 (1H, ddd, J=7.14, 4.55, 0.82 Hz), 7.82 (1H, d, J=9.34 Hz), 7.92 (1H, m), 8.30 (1H, dt, J=8.24, 0.82 Hz), 8.49 (1H, m), 8.52 (1H, s). m/z 376.4 (MH+). The reactants are CS(=O)(=O)O.C1(CCCCC1)NC(=O)C1CSC23C(=NCCC21)C=CC=C3 (N-cyclohexyl-1,2,3,4-tetrahydrobenzo[b]thieno[2,3-c]pyridine-3-carboxamide methanesulfonate), C(Cl)(Cl)Cl (chloroform), C(C1=CC=CC=C1)OC(=O)Cl (benzyloxycarbonyl chloride). The solvent is C(C)N(CC)CC (triethylamine). Run at time 1 hour. Product: C1(CCCCC1)NC(=O)C1C(SC23C(=NCCC21)C=CC=C3)C(=O)OCC3=CC=CC=C3 (N-cyclohexyl-2-(benzyloxycarbonyl)-1,2,3,4-tetrahydrobenzo[b]thieno[2,3-c]pyridine-3-carboxamide). Yield: 87.0%. Reaction SMILES: CS(O)(=O)=O.[CH:6]1([NH:12][C:13]([CH:15]2[CH:23]3[C:18]4([CH:27]=[CH:26][CH:25]=[CH:24][C:19]4=[N:20][CH2:21][CH2:22]3)[S:17][CH2:16]2)=[O:14])[CH2:11][CH2:10][CH2:9][CH2:8][CH2:7]1.C(Cl)(Cl)Cl.[CH2:32]([O:39][C:40](Cl)=[O:41])[C:33]1[CH:38]=[CH:37][CH:36]=[CH:35][CH:34]=1>C(N(CC)CC)C>[CH:6]1([NH:12][C:13]([CH:15]2[CH:23]3[C:18]4([CH:27]=[CH:26][CH:25]=[CH:24][C:19]4=[N:20][CH2:21][CH2:22]3)[S:17][CH:16]2[C:40]([O:39][CH2:32][C:33]2[CH:38]=[CH:37][CH:36]=[CH:35][CH:34]=2)=[O:41])=[O:14])[CH2:7][CH2:8][CH2:9][CH2:10][CH2:11]1 |f:0.1|. Procedure: 30 g of N-cyclohexyl-1,2,3,4-tetrahydrobenzo[b]thieno[2,3-c]pyridine-3-carboxamide methanesulfonate was added to a solution of 300 ml of chloroform and 16.23 g of triethylamine and the resulting mixture was stirred at room temperature for 1 hour. Then 41.5 ml of benzyloxycarbonyl chloride was added thereto under ice-cooling and the resulting mixture was stirred at room temperature for 3 hours. The reaction mixture was washed with 20 ml of water thrice and dried over magnesium sulfate. The reacti... Reactants: FC1=CC(=C(C=C1F)C(CS(=O)C)=O)NC (1-[4,5-difluoro-2-(methylamino)phenyl]-2-methylsulphinylethanone). Reagents/catalysts: [Zn] (zinc). Solvent: C(C)(=O)O (acetic acid), C(C)O (ethanol), C(C)(=O)O (acetic acid), C(C)O (ethanol). Reaction conditions: time 8 hour. Yields the product FC1=CC(=C(C=C1F)C(C)=O)NC (4',5'-difluoro-2'-(methylamino)acetophenone). RXN SMILES: [F:1][C:2]1[C:7]([F:8])=[CH:6][C:5]([C:9](=[O:14])[CH2:10]S(C)=O)=[C:4]([NH:15][CH3:16])[CH:3]=1>C(O)(=O)C.C(O)C.[Zn]>[F:1][C:2]1[C:7]([F:8])=[CH:6][C:5]([C:9](=[O:14])[CH3:10])=[C:4]([NH:15][CH3:16])[CH:3]=1. Reported procedure: A solution of 1-[4,5-difluoro-2-(methylamino)phenyl]-2-methylsulphinylethanone (32.4 g) in acetic acid (90 ml) and ethanol (90 ml) was added over a period of 20 minutes to a stirred suspension of zinc dust (50 g) in acetic acid (45 ml) and ethanol (80 ml) at 0° under nitrogen. The mixture was stirred at ambient temperature overnight and then filtered through diatomaceous earth (sold under the trade name CELITE). The filter bed was washed with acetic acid (3×50 ml). The combined filtrate and wash... The reactants are C(C1=CC=CC=C1)OC=1C=C(C#N)C=CC1CO (3-Benzyloxy-4-hydroxymethylbenzonitrile), C(Br)(Br)(Br)Br (CBr4), C1=CC=C(C=C1)P(C2=CC=CC=C2)C3=CC=CC=C3 (PPh3). Run in C1CCOC1 (THF). Conditions: time 20 hour. Product: C(C1=CC=CC=C1)OC=1C=C(C#N)C=CC1CBr (3-Benzyloxy-4-bromomethylbenzonitrile). Reaction SMILES: [CH2:1]([O:8][C:9]1[CH:10]=[C:11]([CH:14]=[CH:15][C:16]=1[CH2:17]O)[C:12]#[N:13])[C:2]1[CH:7]=[CH:6][CH:5]=[CH:4][CH:3]=1.C(Br)(Br)(Br)[Br:20].C1C=CC(P(C2C=CC=CC=2)C2C=CC=CC=2)=CC=1>C1COCC1>[CH2:1]([O:8][C:9]1[CH:10]=[C:11]([CH:14]=[CH:15][C:16]=1[CH2:17][Br:20])[C:12]#[N:13])[C:2]1[CH:7]=[CH:6][CH:5]=[CH:4][CH:3]=1. Procedure details: 4.3 g (18 mmol) of the alcohol (a) underwent substitution in 40 ml of THF with 7.9 g (24 mmol) of CBr4 and 6.3 g (24 mmol) of PPh3, which was added in portions over the course of 30 min. The reaction mixture was stirred at RT for 20 h. The product was purified by column chromatography (mobile phase: t-butyl methyl ether/petroleum ether 2:1). 4.6 g were obtained. The reactants are C(#N)C1=CC=C(C=C1)C1=COC2=C1C=C(C=C2)CC(=O)OC (methyl 3-(4-cyanophenyl)-benzofuran-5-acetate), C(C)O (ethanol), [OH-].[Na+] (sodium hydroxide). The solvent is O (water). Yields the product C(=O)(O)C1=CC=C(C=C1)C1=COC2=C1C=C(C=C2)CC(=O)O (3-(4-carboxyphenyl)benzofuran-5-acetic acid). RXN SMILES: C(C1[CH:8]=[CH:7][C:6]([C:9]2[C:13]3[CH:14]=[C:15]([CH2:18][C:19]([O:21]C)=[O:20])[CH:16]=[CH:17][C:12]=3[O:11][CH:10]=2)=[CH:5][CH:4]=1)#N.[CH2:23]([OH:25])[CH3:24].[OH-:26].[Na+]>O>[C:23]([C:24]1[CH:8]=[CH:7][C:6]([C:9]2[C:13]3[CH:14]=[C:15]([CH2:18][C:19]([OH:21])=[O:20])[CH:16]=[CH:17][C:12]=3[O:11][CH:10]=2)=[CH:5][CH:4]=1)([OH:26])=[O:25] |f:2.3|. Procedure: To a suspension of 5 g. of the product of step A in 20 ml. of ethanol is added 50 ml. of 30 percent sodium hydroxide solution, and the mixture is refluxed for 30 minutes, 75 ml. of water is added, and the mixture is refluxed for an additional three hours. The mixture is decanted into 125 ml. of 6N hydrochloric acid, the solid is separated by filtration then recrystallized from acetic acid to provide 3-(4-carboxyphenyl)benzofuran-5-acetic acid, m.p. 278°-281° C.